Dataset: the Open Reaction Database (ORD), a public repository of structured organic reaction records. Task: describe an organic reaction: reactants, conditions, products, and yield Starting materials: ClC1=CC(=C(C(=C1C#C)\N=N\N(CC)CC)C1=CC(=CC=C1)F)C(C)=O (1-{4-chloro-6-[(1E)-3,3-diethyltriaz-1-en-1-yl]-5-ethynyl-3′-fluorobiphenyl-2-yl}ethanone), [BH4-].[Na+] (sodium borohydride). Run in CO (methanol). Run at temperature 0 celsius, time 30 minute. Yields the product ClC1=CC(=C(C(=C1C#C)\N=N\N(CC)CC)C1=CC(=CC=C1)F)C(C)O (1-{4-Chloro-6-[(1E)-3,3-diethyltriaz-1-en-1-yl]-5-ethynyl-3′-fluorobiphenyl-2-yl}ethanol). As a reaction SMILES: [Cl:1][C:2]1[C:7]([C:8]#[CH:9])=[C:6](/[N:10]=[N:11]/[N:12]([CH2:15][CH3:16])[CH2:13][CH3:14])[C:5]([C:17]2[CH:22]=[CH:21][CH:20]=[C:19]([F:23])[CH:18]=2)=[C:4]([C:24](=[O:26])[CH3:25])[CH:3]=1.[BH4-].[Na+]>CO>[Cl:1][C:2]1[C:7]([C:8]#[CH:9])=[C:6](/[N:10]=[N:11]/[N:12]([CH2:15][CH3:16])[CH2:13][CH3:14])[C:5]([C:17]2[CH:22]=[CH:21][CH:20]=[C:19]([F:23])[CH:18]=2)=[C:4]([CH:24]([OH:26])[CH3:25])[CH:3]=1 |f:1.2|. Procedure details: A solution of 1-{4-chloro-6-[(1E)-3,3-diethyltriaz-1-en-1-yl]-5-ethynyl-3′-fluorobiphenyl-2-yl}ethanone (2.3 g, 6.1 mmol) in methanol (38 mL) at 0° C. was treated with sodium borohydride (0.46 g, 12 mmol) in two portions and stirred at 0° C. for 30 minutes. The reaction mixture was quenched with water at 0° C., poured into saturated sodium bicarbonate (50 mL), and extracted with ethyl acetate (2×100 mL). The combined organic extracts were washed with brine (50 mL), dried with sodium sulfate, fil... Starting materials: CCOC(=O)CC(=O)CCCCCCCCCCCOC1CCCCO1, C1CN2CCN1CC2. Product: CC(=O)CCCCCCCCCCCOC1CCCCO1. RXN SMILES: [CH2:1]([O:2][C:3](=[O:4])[CH2:5][C:6]([CH2:7][CH2:8][CH2:9][CH2:10][CH2:11][CH2:12][CH2:13][CH2:14][CH2:15][CH2:16][CH2:17][O:18][CH:19]1[O:20][CH2:21][CH2:22][CH2:23][CH2:24]1)=[O:25])[CH3:26].[N:27]12[CH2:28][CH2:29][N:30]([CH2:31][CH2:32]1)[CH2:33][CH2:34]2>>[CH3:5][C:6]([CH2:7][CH2:8][CH2:9][CH2:10][CH2:11][CH2:12][CH2:13][CH2:14][CH2:15][CH2:16][CH2:17][O:18][CH:19]1[O:20][CH2:21][CH2:22][CH2:23][CH2:24]1)=[O:25]. The reactants are C1N(CCC2=CC=CC=C12)CC(CNC(C1=CC(=CC=C1)CN1CCNCC1)=O)O (N-(3-(3,4-dihydroisoquinolin-2(1H)-yl)-2-hydroxypropyl)-3-(piperazin-1-ylmethyl)benzamide), C=O (HCHO), [BH3-]C#N.[Na+] (NaBH3CN). Run in CO (MeOH). Run at temperature 27 celsius, time 4 hour. Yields the product C1N(CCC2=CC=CC=C12)CC(CNC(C1=CC(=CC=C1)CN1CCN(CC1)C)=O)O (N-(3-(3,4-dihydroisoquinolin-2(1H)-yl)-2-hydroxypropyl)-3-((4-methylpiperazin-1-yl)methyl)benzamide). Isolated yield 17.6%. As a reaction SMILES: [CH2:1]1[C:10]2[C:5](=[CH:6][CH:7]=[CH:8][CH:9]=2)[CH2:4][CH2:3][N:2]1[CH2:11][CH:12]([OH:30])[CH2:13][NH:14][C:15](=[O:29])[C:16]1[CH:21]=[CH:20][CH:19]=[C:18]([CH2:22][N:23]2[CH2:28][CH2:27][NH:26][CH2:25][CH2:24]2)[CH:17]=1.C=O.[BH3-][C:34]#N.[Na+]>CO>[CH2:1]1[C:10]2[C:5](=[CH:6][CH:7]=[CH:8][CH:9]=2)[CH2:4][CH2:3][N:2]1[CH2:11][CH:12]([OH:30])[CH2:13][NH:14][C:15](=[O:29])[C:16]1[CH:21]=[CH:20][CH:19]=[C:18]([CH2:22][N:23]2[CH2:24][CH2:25][N:26]([CH3:34])[CH2:27][CH2:28]2)[CH:17]=1 |f:2.3|. Reported procedure: The solution of N-(3-(3,4-dihydroisoquinolin-2(1H)-yl)-2-hydroxypropyl)-3-(piperazin-1-ylmethyl)benzamide (78 mg, 0.19 mmol) and HCHO solution (0.5 mL) in MeOH (10 mL) was stirred at 27° C. for 1 h. Then NaBH3CN (14.5 mg, 0.23 mmol) was added to the solution and stirred at 27° C. for 4 h. The solution was concentrated and the residue was purified by column chromatography to give the title product (14.1 mg, Yield 17.5%). 1H NMR (CD3OD, 400 MHz): δ 7.79 (s, 1H), 7.70 (d, J=7.8 Hz, 1H), 7.50 (d, J=... The reactants are O=C([O-])[O-], CCO, O=[N+]([O-])c1cc(Cl)ccc1Cl, [Na+], [Na+], COC(=O)c1ccc(O)cc1. Product: COC(=O)c1ccc(Oc2ccc(Cl)cc2[N+](=O)[O-])cc1. RXN SMILES: [C:23](=[O:24])([O-:25])[O-:26].[CH3:29][CH2:30][OH:31].[Cl:1][c:2]1[c:3]([N+:9](=[O:10])[O-:11])[cH:4][c:5]([Cl:8])[cH:6][cH:7]1.[Na+:27].[Na+:28].[OH:12][c:13]1[cH:14][cH:15][c:16]([C:17](=[O:18])[O:19][CH3:20])[cH:21][cH:22]1>>[c:2]1([O:12][c:13]2[cH:14][cH:15][c:16]([C:17](=[O:18])[O:19][CH3:20])[cH:21][cH:22]2)[c:3]([N+:9](=[O:10])[O-:11])[cH:4][c:5]([Cl:8])[cH:6][cH:7]1. Starting materials: ClC=1C(=NN(C1C(F)(F)F)C)C1=CC2=C(NC(CO2)=O)C=C1F (7-(4-chloro-1-methyl-5-(trifluoromethyl)-1H-pyrazol-3-yl)-6-fluoro-2H-1,4-benzoxazin-3(4H)-one), C(=O)([O-])[O-].[K+].[K+] (K2CO3), C(C#C)Br (propargyl bromide). Run in CS(=O)C (DMSO), O (water). Reaction conditions: temperature 45 celsius, time 16 hour. Product: ClC=1C(=NN(C1C(F)(F)F)C)C1=CC2=C(N(C(CO2)=O)CC#C)C=C1F (7-(4-chloro-1-methyl-5-(trifluoromethyl)-1H-pyrazol-3-yl)-6-fluoro-4-(2-propynyl)-2H-1,4-benzoxazin-3(4H)-one). Isolated yield 90.4%. Reaction SMILES: [Cl:1][C:2]1[C:3]([C:12]2[C:22]([F:23])=[CH:21][C:15]3[NH:16][C:17](=[O:20])[CH2:18][O:19][C:14]=3[CH:13]=2)=[N:4][N:5]([CH3:11])[C:6]=1[C:7]([F:10])([F:9])[F:8].C([O-])([O-])=O.[K+].[K+].[CH2:30](Br)[C:31]#[CH:32]>CS(C)=O.O>[Cl:1][C:2]1[C:3]([C:12]2[C:22]([F:23])=[CH:21][C:15]3[N:16]([CH2:32][C:31]#[CH:30])[C:17](=[O:20])[CH2:18][O:19][C:14]=3[CH:13]=2)=[N:4][N:5]([CH3:11])[C:6]=1[C:7]([F:9])([F:8])[F:10] |f:1.2.3|. Procedure: At 25° C., 2.7g (7.7 mmole) the product of step A, 1.1g (8.0 mmole) K2CO3 and 0.9 mL (8.0 mmole) 80% propargyl bromide were slurried in 25 mL DMSO. The mixture was stirred at 45° C. for 16 hours. The mixture was cooled, diluted with 100 mL cold water and extracted four times with ethyl acetate. The ethyl acetate extracts were washed with brine, dried over anhydrous MgSO4 and stripped in vacuo. The residue was purified chromatographically using methylene chloride as the eluent to give 2.7 g (90%)... The product is CCOC(=O)CCc1ccc2sccc2c1OC. As a reaction SMILES: [C:24].[CH2:1]([CH3:2])[O:3][C:4](=[O:5])[CH:6]=[CH:7][c:8]1[c:9]([O:17][CH3:18])[c:10]2[c:11]([s:12][cH:13][cH:14]2)[cH:15][cH:16]1.[CH3:21][CH2:22][OH:23].[H:19][H:20].[Pd:25]>>[CH2:1]([CH3:2])[O:3][C:4](=[O:5])[CH2:6][CH2:7][c:8]1[c:9]([O:17][CH3:18])[c:10]2[c:11]([s:12][cH:13][cH:14]2)[cH:15][cH:16]1. Reactants: C, CCOC(=O)C=Cc1ccc2sccc2c1OC, CCO, [H][H], [Pd]. Starting materials: CC#N, C=CC(CC(O)C(CC1CCCCC1)NC(=O)C(N)Cc1c[nH]cn1)C(C)C, O=C(NCCOc1ccc(-c2ccccc2)cc1)NC(Cc1ccccc1)C(=O)O. Product: C=CC(CC(O)C(CC1CCCCC1)NC(=O)C(Cc1c[nH]cn1)NC(=O)C(Cc1ccccc1)NC(=O)NCCOc1ccc(-c2ccccc2)cc1)C(C)C. As a reaction SMILES: [CH3:59][C:60]#[N:61].[NH2:31][CH:32]([C:33](=[O:34])[NH:35][CH:36]([CH:37]([CH2:38][CH:39]([CH:40]=[CH2:41])[CH:42]([CH3:43])[CH3:44])[OH:45])[CH2:46][CH:47]1[CH2:48][CH2:49][CH2:50][CH2:51][CH2:52]1)[CH2:53][c:54]1[n:55][cH:56][nH:57][cH:58]1.[c:1]1(-[c:25]2[cH:26][cH:27][cH:28][cH:29][cH:30]2)[cH:2][cH:3][c:4]([O:7][CH2:8][CH2:9][NH:10][C:11](=[O:12])[NH:13][CH:14]([CH2:15][c:16]2[cH:17][cH:18][cH:19][cH:20][cH:21]2)[C:22](=[O:23])[OH:24])[cH:5][cH:6]1>>[c:1]1(-[c:25]2[cH:26][cH:27][cH:28][cH:29][cH:30]2)[cH:2][cH:3][c:4]([O:7][CH2:8][CH2:9][NH:10][C:11](=[O:12])[NH:13][CH:14]([CH2:15][c:16]2[cH:17][cH:18][cH:19][cH:20][cH:21]2)[C:22](=[O:23])[NH:31][CH:32]([C:33](=[O:34])[NH:35][CH:36]([CH:37]([CH2:38][CH:39]([CH:40]=[CH2:41])[CH:42]([CH3:43])[CH3:44])[OH:45])[CH2:46][CH:47]2[CH2:48][CH2:49][CH2:50][CH2:51][CH2:52]2)[CH2:53][c:54]2[n:55][cH:56][nH:57][cH:58]2)[cH:5][cH:6]1. Starting materials: COC([C@H](CC1=CC=C(C=C1)C1=C(C(=NC=C1)C)C)NC(=O)[C@H]1N(CC=2C=C3C(=CC2C1)OC[C@@H](O3)C3=CC=C(C=C3)OCC3=CC(=C(C=C3)Cl)Cl)S(=O)(=O)C3=C(N=C(S3)NC(C)=O)C)=O ((S)-2-({(3S,8S)-7-(2-acetylamino-4-methyl-thiazole-5-sulfonyl)-3-[4-(3,4-dichloro-benzyloxy)-phenyl]-2,3,6,7,8,9-hexahydro-[1,4]dioxino[2,3-g]isoquinoline-8-carbonyl}-amino)-3-[4-(2,3-dimethyl-pyridin-4-yl)-phenyl]-propionic acid methyl ester), COC([C@H](CC1=CC=C(C=C1)C1=C(C(=NC=C1)C)C)NC(=O)[C@H]1N(CC=2C=C3C(=CC2C1)OC[C@@H](O3)C3=CC=C(C=C3)OCC3=CC(=C(C=C3)Cl)Cl)S(=O)(=O)C3=C(N=C(S3)N)C)=O ((S)-2-({(3S,8S)-7-(2-amino-4-methyl-thiazole-5-sulfonyl)-3-[4-(3,4-dichloro-benzyloxy)-phenyl]-2,3,6,7,8,9-hexahydro-[1,4]dioxino[2,3-g]isoquinoline-8-carbonyl}-amino)-3-[4-(2,3-dimethyl-pyridin-4-yl)-phenyl]-propionic acid methyl ester), ester. Product: NC=1SC(=C(N1)C)S(=O)(=O)N1CC=2C=C3C(=CC2C[C@H]1C(=O)N[C@H](C(=O)O)CC1=CC=C(C=C1)C1=C(C(=NC=C1)C)C)OC[C@@H](O3)C3=CC=C(C=C3)OCC3=CC(=C(C=C3)Cl)Cl ((S)-2-({(3S,8S)-7-(2-Amino-4-methyl-thiazole-5-sulfonyl)-3-[4-(3,4-dichloro-benzyloxy)-phenyl]-2,3,6,7,8,9-hexahydro-[1,4]dioxino[2,3-g]isoquinoline-8-carbonyl}-amino)-3-[4-(2,3-dimethyl-pyridin-4-yl)-phenyl]-propionic acid). As a reaction SMILES: C[O:2][C:3](=[O:66])[C@@H:4]([NH:20][C:21]([C@@H:23]1[CH2:32][C:31]2[CH:30]=[C:29]3[O:33][CH2:34][C@H:35]([C:37]4[CH:42]=[CH:41][C:40]([O:43][CH2:44][C:45]5[CH:50]=[CH:49][C:48]([Cl:51])=[C:47]([Cl:52])[CH:46]=5)=[CH:39][CH:38]=4)[O:36][C:28]3=[CH:27][C:26]=2[CH2:25][N:24]1[S:53]([C:56]1[S:60][C:59]([NH:61]C(=O)C)=[N:58][C:57]=1[CH3:65])(=[O:55])=[O:54])=[O:22])[CH2:5][C:6]1[CH:11]=[CH:10][C:9]([C:12]2[CH:17]=[CH:16][N:15]=[C:14]([CH3:18])[C:13]=2[CH3:19])=[CH:8][CH:7]=1.COC(=O)[C@@H](NC([C@@H]1CC2C=C3OC[C@H](C4C=CC(OCC5C=CC(Cl)=C(Cl)C=5)=CC=4)OC3=CC=2CN1S(C1SC(N)=NC=1C)(=O)=O)=O)CC1C=CC(C2C=CN=C(C)C=2C)=CC=1>>[NH2:61][C:59]1[S:60][C:56]([S:53]([N:24]2[C@H:23]([C:21]([NH:20][C@@H:4]([CH2:5][C:6]3[CH:7]=[CH:8][C:9]([C:12]4[CH:17]=[CH:16][N:15]=[C:14]([CH3:18])[C:13]=4[CH3:19])=[CH:10][CH:11]=3)[C:3]([OH:66])=[O:2])=[O:22])[CH2:32][C:31]3[CH:30]=[C:29]4[O:33][CH2:34][C@H:35]([C:37]5[CH:42]=[CH:41][C:40]([O:43][CH2:44][C:45]6[CH:50]=[CH:49][C:48]([Cl:51])=[C:47]([Cl:52])[CH:46]=6)=[CH:39][CH:38]=5)[O:36][C:28]4=[CH:27][C:26]=3[CH2:25]2)(=[O:54])=[O:55])=[C:57]([CH3:65])[N:58]=1. Reported procedure: (S)-2-({(3S,8S)-7-(2-acetylamino-4-methyl-thiazole-5-sulfonyl)-3-[4-(3,4-dichloro-benzyloxy)-phenyl]-2,3,6,7,8,9-hexahydro-[1,4]dioxino[2,3-g]isoquinoline-8-carbonyl}-amino)-3-[4-(2,3-dimethyl-pyridin-4-yl)-phenyl]-propionic acid methyl ester was converted to (S)-2-({(3S,8S)-7-(2-amino-4-methyl-thiazole-5-sulfonyl)-3-[4-(3,4-dichloro-benzyloxy)-phenyl]-2,3,6,7,8,9-hexahydro-[1,4]dioxino[2,3-g]isoquinoline-8-carbonyl}-amino)-3-[4-(2,3-dimethyl-pyridin-4-yl)-phenyl]-propionic acid methyl ester acc... Procedure details: The titled compound was prepared according to Method CB using the product of product of Example 28B (88 mg, 0.5 mmol) and product of Example 60A (76 mg, 0.5 mmol). 1H NMR (300 MHz, MeOH-d4) 87.71 (s, 1H), 8.15 (d, J=8.8 Hz, 1H), 8.19 (ddd, J=9.2, 2.7, 1.7 Hz, 1H), 8.37 (dd, J=8.2, 2.7 Hz, 1H), 8.55 (d, J=1.4 Hz, 1H), 8.63 (d, J=2.7 Hz, 1H), 8.98 (t, J=1.5 Hz, 1H) ppm; MS (DCI/NH3) m/z 291 (M+H)+. Product: FC=1C=C(C=NC1)C1=NOC(=C1)C=1C=C(C(C#N)=CC1)C#N (4-(3-(5-Fluoropyridin-3-yl)isoxazol-5-yl)phthalonitrile). Starting materials: FC=1C=NC=C(C(=NO)Cl)C1 (5-Fluoro-N-hydroxynicotinimidoyl chloride), C(#C)C=1C=C(C(C#N)=CC1)C#N (4-Ethynylphthalonitrile), N (NH3). Reaction SMILES: [F:1][C:2]1[CH:3]=[N:4][CH:5]=[C:6]([CH:11]=1)[C:7](Cl)=[N:8][OH:9].[C:12]([C:14]1[CH:15]=[C:16]([C:22]#[N:23])[C:17](=[CH:20][CH:21]=1)[C:18]#[N:19])#[CH:13].N>>[F:1][C:2]1[CH:11]=[C:6]([C:7]2[CH:13]=[C:12]([C:14]3[CH:15]=[C:16]([C:22]#[N:23])[C:17](=[CH:20][CH:21]=3)[C:18]#[N:19])[O:9][N:8]=2)[CH:5]=[N:4][CH:3]=1. Reactants: CO, COC(=O)CCCOc1cc(OC)cc2[nH]c(=O)c3c(N)n(-c4ccccc4C)nc3c12, N. Yields the product COc1cc(OCCCC(N)=O)c2c(c1)[nH]c(=O)c1c(N)n(-c3ccccc3C)nc12. As a reaction SMILES: [CH3:34][OH:35].[NH2:1][c:2]1[n:3](-[c:26]2[c:27]([CH3:32])[cH:28][cH:29][cH:30][cH:31]2)[n:4][c:5]2[c:6]1[c:7](=[O:25])[nH:8][c:9]1[cH:10][c:11]([O:23][CH3:24])[cH:12][c:13]([O:15][CH2:16][CH2:17][CH2:18][C:19](=[O:20])[O:21][CH3:22])[c:14]21.[NH3:33]>>[NH2:1][c:2]1[n:3](-[c:26]2[c:27]([CH3:32])[cH:28][cH:29][cH:30][cH:31]2)[n:4][c:5]2[c:6]1[c:7](=[O:25])[nH:8][c:9]1[cH:10][c:11]([O:23][CH3:24])[cH:12][c:13]([O:15][CH2:16][CH2:17][CH2:18][C:19](=[O:20])[NH2:33])[c:14]21.